Dataset: the Open Reaction Database (ORD), a public repository of structured organic reaction records. Task: describe an organic reaction: reactants, conditions, products, and yield Reactants: C1(CCCC1)C[C@@H](C(=O)NC=1SC(=CN1)SCC(=O)O)C1=CC=C(C=C1)S(=O)(=O)C ((R)-{2-[3-cyclopentyl-2-(4-methanesulfonyl-phenyl)propionylamino]-thiazol-5-ylsulfanyl}-acetic acid), C(C)(C)(C)OC(=O)N1CCNCC1 (tert-butyl-1-piperazinecarboxylate). Product: C(C)(C)(C)OC(=O)N1CCN(CC1)C(CSC1=CN=C(S1)NC([C@H](CC1CCCC1)C1=CC=C(C=C1)S(=O)(=O)C)=O)=O ((R)-4-(2-{2-[3-Cyclopentyl-2-(4-methanesulfonyl-phenyl)propionylamino]-thiazol-5-ylsulfanyl}-acetyl)-piperazine-1-carboxylic acid tert-butyl ester). As a reaction SMILES: [CH:1]1([CH2:6][C@H:7]([C:21]2[CH:26]=[CH:25][C:24]([S:27]([CH3:30])(=[O:29])=[O:28])=[CH:23][CH:22]=2)[C:8]([NH:10][C:11]2[S:12][C:13]([S:16][CH2:17][C:18](O)=[O:19])=[CH:14][N:15]=2)=[O:9])[CH2:5][CH2:4][CH2:3][CH2:2]1.[C:31]([O:35][C:36]([N:38]1[CH2:43][CH2:42][NH:41][CH2:40][CH2:39]1)=[O:37])([CH3:34])([CH3:33])[CH3:32]>>[C:31]([O:35][C:36]([N:38]1[CH2:43][CH2:42][N:41]([C:18](=[O:19])[CH2:17][S:16][C:13]2[S:12][C:11]([NH:10][C:8](=[O:9])[C@@H:7]([C:21]3[CH:26]=[CH:25][C:24]([S:27]([CH3:30])(=[O:28])=[O:29])=[CH:23][CH:22]=3)[CH2:6][CH:1]3[CH2:2][CH2:3][CH2:4][CH2:5]3)=[N:15][CH:14]=2)[CH2:40][CH2:39]1)=[O:37])([CH3:34])([CH3:32])[CH3:33]. Procedure: (R)-4-(2-{2-[3-Cyclopentyl-2-(4-methanesulfonyl-phenyl)propionylamino]-thiazol-5-ylsulfanyl}-acetyl)-piperazine-1-carboxylic acid tert-butyl ester was prepared from (R)-{2-[3-cyclopentyl-2-(4-methanesulfonyl-phenyl)propionylamino]-thiazol-5-ylsulfanyl}-acetic acid and tert-butyl-1-piperazinecarboxylate as described in Example 12. 1H-NMR (CDCl3): δ 7.87 (d, 2H), 7.54 (d, 2H), 7.44 (s, 1H), 3.87 (t, 1H), 3.66 (s, 2H), 3.61-3.46 (m, 8H), 3.05 (s, 3H), 2.24 (m, 1H), 1.89 (m, 1H), 1.79-1.54 (m, 5H), ... Reactants: O (water), FC1=CC=C(OC2=CC=C(C=C2)S(=O)(=O)NCCC2=C(C=CC=C2)OC)C=C1 (4-(4-fluorophenoxy)-N-[2-(2-methoxyphenyl)ethyl]benzene-sulfonamide), solution, B(Br)(Br)Br (boron tribromide). Solvent: ClCCl (dichloromethane), ClCCl (dichloromethane). Reaction conditions: time 4 hour. The product is FC1=CC=C(OC2=CC=C(C=C2)S(=O)(=O)NCCC2=C(C=CC=C2)O)C=C1 (4-(4-Fluorophenoxy)-N-[2-(2-hydroxyphenyl)ethyl]benzenesulfonamide). As a reaction SMILES: [F:1][C:2]1[CH:28]=[CH:27][C:5]([O:6][C:7]2[CH:12]=[CH:11][C:10]([S:13]([NH:16][CH2:17][CH2:18][C:19]3[CH:24]=[CH:23][CH:22]=[CH:21][C:20]=3[O:25]C)(=[O:15])=[O:14])=[CH:9][CH:8]=2)=[CH:4][CH:3]=1.B(Br)(Br)Br.O>ClCCl>[F:1][C:2]1[CH:28]=[CH:27][C:5]([O:6][C:7]2[CH:12]=[CH:11][C:10]([S:13]([NH:16][CH2:17][CH2:18][C:19]3[CH:24]=[CH:23][CH:22]=[CH:21][C:20]=3[OH:25])(=[O:15])=[O:14])=[CH:9][CH:8]=2)=[CH:4][CH:3]=1. Procedure details: 620 mg (1.54 mmol) of 4-(4-fluorophenoxy)-N-[2-(2-methoxyphenyl)ethyl]benzene-sulfonamide are dissolved in 10 ml of dichloromethane and, at −40° C., 3.09 ml (3.09 mmol) of a 1 M solution of boron tribromide in dichloromethane are added. The solution is warmed to room temperature and stirred for a further four hours. It is subsequently added to water, the phases are separated, and the organic phase is washed twice more with H2O. The dichloromethane phase is dried with MgSO4 and concentrated, allo... Starting materials: NC=1C=C(C=CC1)N1C(CC(C1)C1=CC(=C(C=C1)OC)OC1CCCC1)=O (1-(3-aminophenyl)-4-(3-cyclopentyloxy-4-methoxyphenyl)pyrrolidin-2-one), carboxylic acid, C(C)(C)N(CC)C(C)C (diisopropylethylamine), Cl.CN(CCCN=C=NCC)C (1-(3-dimethylaminopropyl)-3-ethylcarbodiimide hydrochloride), C1CCOC1 (THF). Run at time 30 hour. Yields the product C1(CCCC1)OC=1C=C(C=CC1OC)C1CC(N(C1)C=1C=C(C=CC1)NC(C1=CC(=CC=C1)N(C)C)=O)=O (N-{3-[4-(3-cyclopentyloxy-4-methoxyphenyl)-2-oxo-pyrrolidin-1-yl]-phenyl}-3-dimethylaminobenzamide). As a reaction SMILES: [CH:1]([N:4]([CH:7]([CH3:9])[CH3:8])[CH2:5]C)(C)C.Cl.CN(C)CCCN=C=NCC.[NH2:22][C:23]1[CH:24]=[C:25]([N:29]2[CH2:33][CH:32]([C:34]3[CH:39]=[CH:38][C:37]([O:40][CH3:41])=[C:36]([O:42][CH:43]4[CH2:47][CH2:46][CH2:45][CH2:44]4)[CH:35]=3)[CH2:31][C:30]2=[O:48])[CH:26]=[CH:27][CH:28]=1.[CH2:49]1[CH2:53][O:52][CH2:51][CH2:50]1>>[CH:43]1([O:42][C:36]2[CH:35]=[C:34]([CH:32]3[CH2:33][N:29]([C:25]4[CH:24]=[C:23]([NH:22][C:51](=[O:52])[C:50]5[CH:49]=[CH:53][CH:9]=[C:7]([N:4]([CH3:5])[CH3:1])[CH:8]=5)[CH:28]=[CH:27][CH:26]=4)[C:30](=[O:48])[CH2:31]3)[CH:39]=[CH:38][C:37]=2[O:40][CH3:41])[CH2:47][CH2:46][CH2:45][CH2:44]1 |f:1.2|. Procedure: A mixture of carboxylic acid (0.02 mmol), diisopropylethylamine (0.04 mmol) and 1-(3-dimethylaminopropyl)-3-ethylcarbodiimide hydrochloride (EDC) (0.024 mmol, 1.2 eq) in dry THF was stirred for 20 min before the addition of 1-(3-aminophenyl)-4-(3-cyclopentyloxy-4-methoxyphenyl)pyrrolidin-2-one (0.02 mmol). The reaction mixture was then stirred for 30 h. Concentration under reduced pressure and purification by column chromatography on silica gel gave the desired product. The reactants are CC1=C(C=CC=C1[N+](=O)[O-])OC (2-methyl-3-nitroanisole), resultant solution, BrN1C(CCC1=O)=O (N-bromosuccinimide). Run in C(Cl)(Cl)(Cl)Cl (carbon tetrachloride). Conditions: time 3 hour. Product: crude product, COC1=C(CBr)C(=CC=C1)[N+](=O)[O-] (2-methoxy-6-nitrobenzyl bromide). As a reaction SMILES: [CH3:1][C:2]1[C:7]([N+:8]([O-:10])=[O:9])=[CH:6][CH:5]=[CH:4][C:3]=1[O:11][CH3:12].[Br:13]N1C(=O)CCC1=O>C(Cl)(Cl)(Cl)Cl>[CH3:12][O:11][C:3]1[CH:4]=[CH:5][CH:6]=[C:7]([N+:8]([O-:10])=[O:9])[C:2]=1[CH2:1][Br:13]. Procedure details: 3.0 g (18 mmol) of 2-methyl-3-nitroanisole was dissolved in 500 ml of carbon tetrachloride. The resultant solution was added with 6.4 g (36 mmol) of N-bromosuccinimide, and the mixture was subjected to irradiation of light emitted from an infrared lamp of 375 W (manufactured by Toshiba) for 3 hours at the reflux temperature. The mixture was then cooled to a room temperature. Succinimide precipitated in the mixture was separated by filtration, and the obtained filtrate was condensed under reduced... The reactants are FC(OC1=CC=C(N)C=C1)F (4-(Difluoromethoxy)aniline), F[B-](F)(F)F.[H+] (tetrafluoroboric acid), N(=O)[O-].[Na+] (sodium nitrite). Run in O (water), O (water). Reaction conditions: temperature 0 celsius, time 30 minute. Product: F[B-](F)(F)F.FC(OC1=CC=C(C=C1)[N+]#N)F (4-difluoromethoxy-benzenediazonium tetrafluoroborate). RXN SMILES: [F:1][CH:2]([F:11])[O:3][C:4]1[CH:10]=[CH:9][C:7]([NH2:8])=[CH:6][CH:5]=1.[F:12][B-:13]([F:16])([F:15])[F:14].[H+].[N:18]([O-])=O.[Na+]>O>[F:12][B-:13]([F:16])([F:15])[F:14].[F:1][CH:2]([F:11])[O:3][C:4]1[CH:10]=[CH:9][C:7]([N+:8]#[N:18])=[CH:6][CH:5]=1 |f:1.2,3.4,6.7|. Procedure: 4-(Difluoromethoxy)aniline (796 mg, 5 mmol) was dissolved in tetrafluoroboric acid (2.38 g, 1.7 ml, 13.0 mmol) and water (2 ml). After cooling to 0° C., a solution of sodium nitrite (345 mg, 5.0 mmol) in water (0.75 ml) was slowly added. The mixture was stirred for 30 min and the thick precipitate was collected by filtration and washed with diethylether (about 3 ml). The light red solid was dissolved in 1.5 ml of acetone and 5 ml of diethylether was added. After stirring for 15 min with cooling,... Starting materials: FC1=CC(=CC=C1)OC (1-fluoro-3-methoxy-benzene), C(CCC)[Li] (n-butyllithium), hexanes, ClC1=CC2=C(N=C(OC2=O)C2=CC=CC=C2)C=C1 (6-chloro-2-phenyl-benzo[d][1,3]oxazin-4-one), Cl (HCl). Solvent: CCOC(=O)C (EtOAc), C1CCOC1 (THF), C1CCOC1 (THF). Reaction conditions: temperature -78 celsius, time 3 hour. Product: ClC1=CC(=C(C=C1)NC(C1=CC=CC=C1)=O)C(C1=C(C=CC=C1OC)F)=O (N-[4-Chloro-2-(2-fluoro-6-methoxy-benzoyl)-phenyl]-benzamide). The yield is 74.2%. As a reaction SMILES: [F:1][C:2]1[CH:7]=[CH:6][CH:5]=[C:4]([O:8][CH3:9])[CH:3]=1.C([Li])CCC.[Cl:15][C:16]1[CH:32]=[CH:31][C:19]2[N:20]=[C:21]([C:25]3[CH:30]=[CH:29][CH:28]=[CH:27][CH:26]=3)[O:22][C:23](=[O:24])[C:18]=2[CH:17]=1.Cl>C1COCC1.CCOC(C)=O>[Cl:15][C:16]1[CH:32]=[CH:31][C:19]([NH:20][C:21](=[O:22])[C:25]2[CH:30]=[CH:29][CH:28]=[CH:27][CH:26]=2)=[C:18]([C:23](=[O:24])[C:3]2[C:4]([O:8][CH3:9])=[CH:5][CH:6]=[CH:7][C:2]=2[F:1])[CH:17]=1. Procedure details: To a solution of 1-fluoro-3-methoxy-benzene (19.6 g, 155 mmol) in THF (180 mL), at −78° C., was added dropwise 2.5 M n-butyllithium in hexanes (62 mL, 155 mmol). The solution was stirred at −78° C. for 3 h and then added to a suspension of 6-chloro-2-phenyl-benzo[d][1,3]oxazin-4-one (38.8 g, 150 mmol) in THF (280 mL) at −20° C. The mixture was allowed to gradually warm until the solution became homogenous. 1N HCl (150 mL) followed by EtOAc (250 mL) were then added and the solution allowed to war... Starting materials: [Al+3], C1CCOC1, CCOC(C)Oc1ccc(C#N)cc1OC, [H-], [H-], [H-], [H-], [Li+]. Yields the product CCOC(C)Oc1ccc(CN)cc1OC. As a reaction SMILES: [Al+3:18].[CH2:23]1[O:24][CH2:25][CH2:26][CH2:27]1.[CH3:1][O:2][c:3]1[cH:4][c:5]([C:6]#[N:7])[cH:8][cH:9][c:10]1[O:11][CH:12]([CH3:13])[O:14][CH2:15][CH3:16].[H-:17].[H-:20].[H-:21].[H-:22].[Li+:19]>>[CH3:1][O:2][c:3]1[cH:4][c:5]([CH2:6][NH2:7])[cH:8][cH:9][c:10]1[O:11][CH:12]([CH3:13])[O:14][CH2:15][CH3:16].